From a dataset of the Open Reaction Database (ORD), a public repository of structured organic reaction records. describe an organic reaction: reactants, conditions, products, and yield The reactants are OCCNCCCOC1=CC=C(C#N)C=C1 (4-[3-[(2-hydroxyethyl)amino]propoxy]benzonitrile), BrCCCSCCC (1-bromo-3-(propylthio)propane), C([O-])([O-])=O.[K+].[K+] (potassium carbonate). The solvent is CC(C)O (2-propanol). The product is OCCN(CCCOC1=CC=C(C#N)C=C1)CCCSCCC (4-[3-[(2-hydroxyethyl)[3-(propylthio)propyl]amino]propoxy]benzonitrile). RXN SMILES: [OH:1][CH2:2][CH2:3][NH:4][CH2:5][CH2:6][CH2:7][O:8][C:9]1[CH:16]=[CH:15][C:12]([C:13]#[N:14])=[CH:11][CH:10]=1.Br[CH2:18][CH2:19][CH2:20][S:21][CH2:22][CH2:23][CH3:24].C(=O)([O-])[O-].[K+].[K+]>CC(O)C>[OH:1][CH2:2][CH2:3][N:4]([CH2:18][CH2:19][CH2:20][S:21][CH2:22][CH2:23][CH3:24])[CH2:5][CH2:6][CH2:7][O:8][C:9]1[CH:10]=[CH:11][C:12]([C:13]#[N:14])=[CH:15][CH:16]=1 |f:2.3.4|. Procedure details: A mixture of 4-[3-[(2-hydroxyethyl)amino]propoxy]benzonitrile (3 g), 1-bromo-3-(propylthio)propane (2.7 g) and potassium carbonate (3.7 g) in 2-propanol (50 ml) was refluxed for 28 hours. The solvent was evaporated and the residue dissolved in aqueous HCl (2 M) and extracted with diethylether. The aqueous layer was basified with sodium hydroxide (10 M) and extracted with methylene chloride followed by drying over sodium sulfate. Evaporation of the solvent gave a crude residue, which was purified...